Dataset: the Open Reaction Database (ORD), a public repository of structured organic reaction records. Task: describe an organic reaction: reactants, conditions, products, and yield Yields the product ClC1=NC(=CC2=CC=C(C=C12)OC)Cl (1,3-dichloro-7-methoxyisoquinoline). Reactants: O\N=C/1\CC2=CC(=CC=C2C1)OC ((E)-2-(hydroxyimino)-6-methoxy-2,3-dihydro-1H-inden-), P(Cl)(Cl)(Cl)(Cl)Cl (PCl5), Cl (HCl). Procedure: To a suspension of (E)-2-(hydroxyimino)-6-methoxy-2,3-dihydro-1H-inden-(3.60 g, 20.0 mmol) in POCl3 (120 mL), PCl5 (6.50 g, 31.3 mmol) was added at 0° C., then HCl gas was induced until the solution was saturated. The reaction mixture was stirred at 30° C. for 2 hours. The solvent was removed in vacuo and ice water was added to the residue. The precipitate was collected by filtration, washed with water (30 mL), and dried under high vacuum to give the product (4.50 g, yield 85%) as a solid. Reaction SMILES: O/[N:2]=[C:3]1/[CH2:4][C:5]2[C:10]([CH2:11]/1)=[CH:9][CH:8]=[C:7]([O:12][CH3:13])[CH:6]=2.P(Cl)(Cl)(Cl)(Cl)[Cl:15].[ClH:20]>O=P(Cl)(Cl)Cl>[Cl:20][C:4]1[C:5]2[C:10](=[CH:9][CH:8]=[C:7]([O:12][CH3:13])[CH:6]=2)[CH:11]=[C:3]([Cl:15])[N:2]=1. Run in O=P(Cl)(Cl)Cl (POCl3). The yield is 85.0%. Run at temperature 30 celsius, time 2 hour. Starting materials: OC1=C(C=C(C=O)C=C1)C(F)(F)F (4-hydroxy-3-(trifluoromethyl)benzaldehyde), TEA, O(S(=O)(=O)C(F)(F)F)S(=O)(=O)C(F)(F)F (Tf2O). Solvent: C(Cl)Cl (DCM). Conditions: time 30 minute. The product is FC(S(=O)(=O)OC1=C(C=C(C=C1)C=O)C(F)(F)F)(F)F (4-formyl-2-(trifluoromethyl)phenyl trifluoromethanesulfonate). The yield is 64.4%. RXN SMILES: [OH:1][C:2]1[CH:9]=[CH:8][C:5]([CH:6]=[O:7])=[CH:4][C:3]=1[C:10]([F:13])([F:12])[F:11].[O:14](S(C(F)(F)F)(=O)=O)[S:15]([C:18]([F:21])([F:20])[F:19])(=O)=[O:16]>C(Cl)Cl>[F:19][C:18]([F:21])([F:20])[S:15]([O:1][C:2]1[CH:9]=[CH:8][C:5]([CH:6]=[O:7])=[CH:4][C:3]=1[C:10]([F:11])([F:12])[F:13])(=[O:16])=[O:14]. Procedure: To a mixture of 4-hydroxy-3-(trifluoromethyl)benzaldehyde (500 mg, 2.7 mmol), TEA (805 mg, 8.0 mmol) in anhydrous DCM (10 mL) was added Tf2O (820 mg, 2.9 mmol) drop wise at 0° C., and stirred at the same temperature for 30 mins. Followed a standard aqueous/EtOAc workup and purified by column chromatography (PE:EtOAc=10:1) to give product (560 mg, 66% yield). The reactants are 0.l, C(#N)C1=C(C=CC=C1)S(=O)(=O)Cl (2-cyanobenzenesulfonyl chloride), [F-].[K+] (potassium fluoride), S1(=O)(=O)CCCC1 (sulfolane). The product is FC1=C(C#N)C=CC=C1 (2-fluorobenzonitrile). As a reaction SMILES: [C:1]([C:3]1[CH:8]=[CH:7][CH:6]=[CH:5][C:4]=1S(Cl)(=O)=O)#[N:2].[F-:13].[K+].S1(CCCC1)(=O)=O>>[F:13][C:4]1[CH:5]=[CH:6][CH:7]=[CH:8][C:3]=1[C:1]#[N:2] |f:1.2|. Reported procedure: 20.15 grams(0.l mole) of the product prepared in Example 1 above, 12 grams(0.21 mole) spray-dried potassium fluoride, and 45 milliliters sulfolane were heated under nitrogen to 230°-248° C. for one hour. The product was distilled directly through a 5-inch(12.7 centimeters) vigreaux column to give 6.9 grams 2-fluorobenzonitrile having a boiling point of 91°-92° C. at 27 mm Hg. The infrared spectrum was identical with that of the published spectrum. Based on 2-cyanobenzenesulfonyl chloride, the pe... Reactants: ClC1=CC=C(C=C1)C(C=O)(C)C (2-(4-chlorophenyl)-2-methylpropionaldehyde), CC1=CC=C(C=C1)[S@](=O)N ((S)-4-methyl-benzenesulfinic acid amide), Ti(OEt)4. Run in C(Cl)Cl (DCM). The product is ClC1=CC=C(C=C1)C(C=N[S@](=O)C1=CC=C(C=C1)C)(C)C ((R)-4-methylbenzenesulfinic acid [2-(4-chlorophenyl)-2-methylpropyliden]-amide). RXN SMILES: [Cl:1][C:2]1[CH:7]=[CH:6][C:5]([C:8]([CH3:12])([CH3:11])[CH:9]=O)=[CH:4][CH:3]=1.[CH3:13][C:14]1[CH:19]=[CH:18][C:17]([S@@:20]([NH2:22])=[O:21])=[CH:16][CH:15]=1>C(Cl)Cl>[Cl:1][C:2]1[CH:7]=[CH:6][C:5]([C:8]([CH3:12])([CH3:11])[CH:9]=[N:22][S@@:20]([C:17]2[CH:18]=[CH:19][C:14]([CH3:13])=[CH:15][CH:16]=2)=[O:21])=[CH:4][CH:3]=1. Procedure: The 2-(4-chlorophenyl)-2-methylpropionaldehyde (5.60 g, 30.7 mmol) and (S)-4-methyl-benzenesulfinic acid amide (5.00 g, 32.2 mmol) were dissolved in 300 mL of DCM and treated with Ti(OEt)4 (32.1 mL, 153 mmol). The mixture was heated to reflux under nitrogen for four hours. The solution was cooled in an ice bath and quenched with the dropwise-addition of 200 mL of water. The resulting precipitate (Ti salts) were removed by filtration through a plug of celite and washed with DCM. The resulting fil... The reactants are BrC1=C(OC(C(=O)OC(C)(C)C)C)C=CC(=C1)Cl (2-(2-Bromo-4-chlorophenoxy)-propanoic acid, 1,1-dimethylethyl ester), C(C)SC1=CC=C(C=C1)B(O)O (4-(ethylthio)benzeneboronic acid). Yields the product ClC=1C=CC(=C(C1)C1=CC=C(C=C1)SCC)OC(C(=O)OC(C)(C)C)C (2-[[5-Chloro-4′-(ethylthio)[1,1′-biphenyl]-2-yl]oxy]-propanoic acid, 1,1-dimethylethyl ester). Reaction SMILES: Br[C:2]1[CH:17]=[C:16]([Cl:18])[CH:15]=[CH:14][C:3]=1[O:4][CH:5]([CH3:13])[C:6]([O:8][C:9]([CH3:12])([CH3:11])[CH3:10])=[O:7].[CH2:19]([S:21][C:22]1[CH:27]=[CH:26][C:25](B(O)O)=[CH:24][CH:23]=1)[CH3:20]>>[Cl:18][C:16]1[CH:15]=[CH:14][C:3]([O:4][CH:5]([CH3:13])[C:6]([O:8][C:9]([CH3:12])([CH3:11])[CH3:10])=[O:7])=[C:2]([C:25]2[CH:26]=[CH:27][C:22]([S:21][CH2:19][CH3:20])=[CH:23][CH:24]=2)[CH:17]=1. Procedure: The subtitle compound was prepared by the method of example 1 step (ii) using the product from step (i) and 4-(ethylthio)benzeneboronic acid, yield 1.2 g. Starting materials: CC(=O)O[BH-](OC(C)=O)OC(C)=O, CC(=O)O, [Na+], CCCc1c(Cc2ccc(-c3ccccc3C#N)cc2)c(=O)n(C2CCC(=O)CC2)c2ncnn12, NC1CCOCC1, C1CCOC1, O. RXN SMILES: [C:43]([O:44][BH-:45]([O:46][C:47](=[O:48])[CH3:49])[O:50][C:51](=[O:52])[CH3:53])(=[O:54])[CH3:55].[CH3:58][C:59](=[O:60])[OH:61].[Na+:56].[O:1]=[c:2]1[n:3]([CH:29]2[CH2:30][CH2:31][C:32](=[O:35])[CH2:33][CH2:34]2)[c:4]2[n:5]([c:6]([CH2:23][CH2:24][CH3:25])[c:7]1[CH2:8][c:9]1[cH:10][cH:11][c:12](-[c:15]3[c:16]([C:21]#[N:22])[cH:17][cH:18][cH:19][cH:20]3)[cH:13][cH:14]1)[n:26][cH:27][n:28]2.[O:36]1[CH2:37][CH2:38][CH:39]([NH2:42])[CH2:40][CH2:41]1.[O:62]1[CH2:63][CH2:64][CH2:65][CH2:66]1.[OH2:57]>>[O:1]=[c:2]1[n:3]([CH:29]2[CH2:30][CH2:31][CH:32]([NH:42][CH:39]3[CH2:38][CH2:37][O:36][CH2:41][CH2:40]3)[CH2:33][CH2:34]2)[c:4]2[n:5]([c:6]([CH2:23][CH2:24][CH3:25])[c:7]1[CH2:8][c:9]1[cH:10][cH:11][c:12](-[c:15]3[c:16]([C:21]#[N:22])[cH:17][cH:18][cH:19][cH:20]3)[cH:13][cH:14]1)[n:26][cH:27][n:28]2. Yields the product CCCc1c(Cc2ccc(-c3ccccc3C#N)cc2)c(=O)n(C2CCC(NC3CCOCC3)CC2)c2ncnn12. Reactants: C1=CC=CC=C1 (Benzene), [N+](=O)([O-])C1=CC=C(N)C=C1 (p-nitroaniline), CC(C)([O-])C.[K+] (potassium-t-butoxide), C(Cl)(Cl)Cl (Chloroform). Run in O (water), C(C)(C)(C)O (t-butanol). Run at time 1 hour. Product: [N+](=O)([O-])C1=CC=C(C=C1)[N+]#[C-] (p-Nitrophenyl isocyanide). The yield is 60.0%. RXN SMILES: [N+:1]([C:4]1[CH:10]=[CH:9][C:7]([NH2:8])=[CH:6][CH:5]=1)([O-:3])=[O:2].[CH3:11]C(C)([O-])C.[K+].C(Cl)(Cl)Cl.C1C=CC=CC=1>C(O)(C)(C)C.O>[N+:1]([C:4]1[CH:10]=[CH:9][C:7]([N+:8]#[C-:11])=[CH:6][CH:5]=1)([O-:3])=[O:2] |f:1.2|. Reported procedure: p-nitroaniline (5 gms; 0.036 mole) and potassium-t-butoxide (20 gms; 0.18 mole) were dissolved with stirring in t-butanol (1 liter). Chloroform (8 ml: 0.07 mole) was then added dropwise and the reaction allowed to proceed with stirring for 1 hr. Benzene (200 ml) and water were added until phase separation occured. The benzene phase was separated. The aqueous phase was extracted with two 100 ml portions of benzene. The combined benzene extract was washed with water and concentrated to a final vol... The reactants are Cl.O=C1N(C=CC(=C1)CN1C=NC=C1CC1=CC=C(C#N)C=C1)C1=CC=CC=C1 (4-[3-(2-oxo-1-phenyl-1,2-dihydropyridin-4-ylmethyl)-3H-imidazol-4-ylmethyl]benzonitrile, hydrochloride), BrC1=NC(=CC=C1)C (2-bromo-6-methylpyridine), IC1=CC=CC=C1 (iodobenzene). The product is CC1=CC=CC(=N1)N1C(C=C(C=C1)CN1C=NC=C1CC1=CC=C(C#N)C=C1)=O (4-[3-(6'-Methyl-2-oxo-2H-[1,2']bipyridinyl-4-ylmethyl)-3H-imidazol-4-ylmethyl]-benzonitrile). Reaction SMILES: Cl.[O:2]=[C:3]1[CH:8]=[C:7]([CH2:9][N:10]2[C:14]([CH2:15][C:16]3[CH:23]=[CH:22][C:19]([C:20]#[N:21])=[CH:18][CH:17]=3)=[CH:13][N:12]=[CH:11]2)[CH:6]=[CH:5][N:4]1[C:24]1[CH:29]=[CH:28][CH:27]=[CH:26][CH:25]=1.BrC1C=CC=C(C)[N:32]=1.IC1C=CC=CC=1>>[CH3:29][C:28]1[N:32]=[C:24]([N:4]2[CH:5]=[CH:6][C:7]([CH2:9][N:10]3[C:14]([CH2:15][C:16]4[CH:23]=[CH:22][C:19]([C:20]#[N:21])=[CH:18][CH:17]=4)=[CH:13][N:12]=[CH:11]3)=[CH:8][C:3]2=[O:2])[CH:25]=[CH:26][CH:27]=1 |f:0.1|. Reported procedure: 4-[3-(6'-Methyl-2-oxo-2H-[1,2']bipyridinyl-4-ylmethyl)-3H-imidazol-4-ylmethyl]-benzonitrile was prepared in a manner substantially similar to the procedure described above for 4-[3-(2-oxo-1-phenyl-1,2-dihydropyridin-4-ylmethyl)-3H-imidazol-4-ylmethyl]benzonitrile, hydrochloride, but substituting 2-bromo-6-methylpyridine for the iodobenzene in Step 3. Procedure details: A culture of Micromucor isabellinus (Zyl 849) grown on yeast malt agar was used to inoculate a 500 mL starter culture flask containing 100 mL medium (15 g glucose; 5 g (NH4)2SO4; 2 g K2HPO4; 0.2 g NaCl; 0.2 g MgSO4; 0.015 g CaCl2, trace element solution, 1 mL; vitamins solution 10 mL; made up to 1 liter with pH 6.0 phosphate buffer (0.2M)) containing 2 g/L vanillic acid which was incubated at 30° C. with shaking at 200 rpm for 24 hours. This starter culture was added to 5 liters of the same medi... The product is O=CC1=CC(OC)=C(O)C=C1 (Vanillin). The reactants are O=C[C@H](O)[C@@H](O)[C@H](O)[C@H](O)CO (glucose), C(C1=CC(OC)=C(O)C=C1)(=O)O (vanillic acid), [Na+].[Cl-] (NaCl), Cl (HCl), [O-]S(=O)(=O)[O-].[Mg+2] (MgSO4), P(=O)([O-])([O-])[O-] (phosphate), [OH-].[Na+] (sodium hydroxide), C(C1=CC(OC)=C(O)C=C1)(=O)O (vanillic acid), solution, (NH4)2SO4, OP(=O)([O-])[O-].[K+].[K+] (K2HPO4), [Cl-].[Cl-].[Ca+2] (CaCl2). RXN SMILES: O=C[C@@H]([C@H]([C@@H]([C@@H](CO)O)O)O)O.OP([O-])([O-])=O.[K+].[K+].[Na+].[Cl-].[O-]S([O-])(=O)=O.[Mg+2].[Cl-].[Cl-].[Ca+2].P([O-])([O-])([O-])=O.[C:36](O)(=[O:46])[C:37]1[CH:45]=[CH:44][C:42]([OH:43])=[C:39]([O:40][CH3:41])[CH:38]=1.[OH-].[Na+].Cl>O>[O:46]=[CH:36][C:37]1[CH:45]=[CH:44][C:42]([OH:43])=[C:39]([O:40][CH3:41])[CH:38]=1 |f:1.2.3,4.5,6.7,8.9.10,13.14|. Run in O (water). Reaction conditions: temperature 30 celsius, time 24 hour.